Dataset: the Open Reaction Database (ORD), a public repository of structured organic reaction records. Task: describe an organic reaction: reactants, conditions, products, and yield The reactants are C[Si](C)(C)N(c1[nH]c(C#N)cc1-c1ccc(Cl)cc1Cl)[Si](C)(C)C, CO, Cl. Yields the product N#Cc1cc(-c2ccc(Cl)cc2Cl)c(N)[nH]1. RXN SMILES: [CH3:1][Si:2]([N:5]([Si:3]([CH3:4])([CH3:21])[CH3:22])[c:6]1[nH:7][c:8]([C:19]#[N:20])[cH:9][c:10]1-[c:11]1[c:12]([Cl:18])[cH:13][c:14]([Cl:17])[cH:15][cH:16]1)([CH3:23])[CH3:24].[CH3:26][OH:27].[ClH:25]>>[NH2:5][c:6]1[nH:7][c:8]([C:19]#[N:20])[cH:9][c:10]1-[c:11]1[c:12]([Cl:18])[cH:13][c:14]([Cl:17])[cH:15][cH:16]1. The reactants are ClCCl, NC1N=C(C2CCCCC2)c2ccccc2N(CC(=O)N2CC3CCC(CC3)C2)C1=O, Cc1cccc(N=C=O)c1. The product is Cc1cccc(NC(=O)NC2N=C(C3CCCCC3)c3ccccc3N(CC(=O)N3CC4CCC(CC4)C3)C2=O)c1. RXN SMILES: [Cl:42][CH2:43][Cl:44].[NH2:1][CH:2]1[C:3](=[O:31])[N:4]([CH2:19][C:20](=[O:21])[N:22]2[CH2:23][CH:24]3[CH2:25][CH2:26][CH:27]([CH2:28]2)[CH2:29][CH2:30]3)[c:5]2[c:6]([cH:15][cH:16][cH:17][cH:18]2)[C:7]([CH:9]2[CH2:10][CH2:11][CH2:12][CH2:13][CH2:14]2)=[N:8]1.[c:32]1([CH3:41])[cH:33][c:34]([N:38]=[C:39]=[O:40])[cH:35][cH:36][cH:37]1>>[NH:1]([CH:2]1[C:3](=[O:31])[N:4]([CH2:19][C:20](=[O:21])[N:22]2[CH2:23][CH:24]3[CH2:25][CH2:26][CH:27]([CH2:28]2)[CH2:29][CH2:30]3)[c:5]2[c:6]([cH:15][cH:16][cH:17][cH:18]2)[C:7]([CH:9]2[CH2:10][CH2:11][CH2:12][CH2:13][CH2:14]2)=[N:8]1)[C:39]([NH:38][c:34]1[cH:33][c:32]([CH3:41])[cH:37][cH:36][cH:35]1)=[O:40]. Yields the product FC=1C=C(CN2[C@H](CCC2)C(=O)O)C=CC1C=1SC2=NC(=CC=C2N1)C1(CC1)C1=CC=CC=C1 ((R)-1-(3-fluoro-4-(5-(1-phenylcyclopropyl)thiazolo[5,4-b]pyridin-2-yl)benzyl)pyrrolidine-2-carboxylic acid). Reaction SMILES: [F:1][C:2]1[CH:3]=[C:4]([CH:7]=[CH:8][C:9]=1[C:10]1[S:11][C:12]2[C:17]([N:18]=1)=[CH:16][CH:15]=[C:14]([C:19]1([C:22]3[CH:27]=[CH:26][CH:25]=[CH:24][CH:23]=3)[CH2:21][CH2:20]1)[N:13]=2)[CH:5]=O.[NH:28]1[CH2:35][CH2:34][CH2:33][C@@H:29]1[C:30]([OH:32])=[O:31]>>[F:1][C:2]1[CH:3]=[C:4]([CH:7]=[CH:8][C:9]=1[C:10]1[S:11][C:12]2[C:17]([N:18]=1)=[CH:16][CH:15]=[C:14]([C:19]1([C:22]3[CH:23]=[CH:24][CH:25]=[CH:26][CH:27]=3)[CH2:20][CH2:21]1)[N:13]=2)[CH2:5][N:28]1[CH2:35][CH2:34][CH2:33][C@@H:29]1[C:30]([OH:32])=[O:31]. Procedure: Reaction of 3-fluoro-4-(5-(1-phenylcyclopropyl)thiazolo[5,4-b]pyridin-2-yl)benzaldehyde (96.1 mg, 0.257 mmol) and D-(+)-proline (88.6 mg, 0.770 mmol) according to Reference R and the general procedure for reductive amination to give (R)-1-(3-fluoro-4-(5-(1-phenylcyclopropyl)thiazolo[5,4-b]pyridin-2-yl)benzyl)pyrrolidine-2-carboxylic acid as a light yellow solid. MS (ESI) m/z: Calculated: 473.2; Observed: 474.2 (M++1). Starting materials: FC=1C=C(C=O)C=CC1C=1SC2=NC(=CC=C2N1)C1(CC1)C1=CC=CC=C1 (3-fluoro-4-(5-(1-phenylcyclopropyl)thiazolo[5,4-b]pyridin-2-yl)benzaldehyde), N1[C@@H](C(=O)O)CCC1 (D-(+)-proline). The reactants are C=O (paraformaldehyde), C=1C=CC(=CC1)C2=NCC3=NN=CN3C4=C2C=C(C=C4)Cl (estazolam), C=O (paraformaldehyde). Run at time 1.5 hour. Product: OCC1=NN=C2N1C1=C(C(=NC2)C2=CC=CC=C2)C=C(C=C1)Cl (1-(hydroxymethyl)-8-chloro-6-phenyl-4H-s-triazolo[4,3-a][1,4]benzodiazepine). As a reaction SMILES: [CH2:1]=[O:2].[CH:3]1[CH:4]=[CH:5][C:6]([C:9]2[C:18]3[CH:19]=[C:20]([Cl:23])[CH:21]=[CH:22][C:17]=3[N:16]3[C:12](=[N:13][N:14]=[CH:15]3)[CH2:11][N:10]=2)=[CH:7][CH:8]=1>>[OH:2][CH2:1][C:15]1[N:16]2[C:17]3[CH:22]=[CH:21][C:20]([Cl:23])=[CH:19][C:18]=3[C:9]([C:6]3[CH:7]=[CH:8][CH:3]=[CH:4][CH:5]=3)=[N:10][CH2:11][C:12]2=[N:13][N:14]=1. Procedure details: The TLC test indicated that the reaction was not yet complete so another 1 g of paraformaldehyde was added 45 minutes after the first. Heating of the reaction mixture was continued at 125° C. After 1.5 hours total heating, a second TLC sample was taken and analyzed as above and it indicated that the estazolam was almost all consumed. To ensure complete reaction, another 0.5 g of paraformaldehyde was added and heating of the mixture was continued at 125° C. for another 45 minutes (2.25 hours tota... Starting materials: ClN1C(CCC1=O)=O (N-chlorosuccinimide), O (Water), COC(C1=C(C(=C(C=C1)O)CCC)O)=O (2,4-dihydroxy-3-propylbenzoic acid methyl ester), ClN1C(CCC1=O)=O (N-chlorosuccinimide), ClN1C(CCC1=O)=O (N-chlorosuccinimide). The solvent is C(Cl)(Cl)(Cl)Cl (carbon tetrachloride). Reaction conditions: time 17 hour. Product: COC(C1=C(C(=C(C(=C1)Cl)O)CCC)O)=O (5-chloro-2,4-dihydroxy-3-propylbenzoic acid methyl ester). RXN SMILES: [CH3:1][O:2][C:3](=[O:15])[C:4]1[CH:9]=[CH:8][C:7]([OH:10])=[C:6]([CH2:11][CH2:12][CH3:13])[C:5]=1[OH:14].[Cl:16]N1C(=O)CCC1=O.O>C(Cl)(Cl)(Cl)Cl>[CH3:1][O:2][C:3](=[O:15])[C:4]1[CH:9]=[C:8]([Cl:16])[C:7]([OH:10])=[C:6]([CH2:11][CH2:12][CH3:13])[C:5]=1[OH:14]. Procedure details: A solution of 2.1 g (0.01 mol) of 2,4-dihydroxy-3-propylbenzoic acid methyl ester and 1.6 g (0.012 mol) of N-chlorosuccinimide in 50 mL of carbon tetrachloride was stirred at reflux for 9.5 hours. Additional N-chlorosuccinimide (1.6 g) was added and reflux was continued for 17 hours. 0.8 g of N-chlorosuccinimide was added and reflux was continued for 8 hours. Water was added. The organic layer was separated and washed with sodium thiosulfate solution, sodium bicarbonate solution, dried and conce... Conditions: temperature 120 celsius. Procedure: This compound could be made in the following manner analogous to Example 60; 1 equivalent of (4-Bromo-phenyl)-(3-phenyl-piperidin-1-yl)-methanone would be combined with 1.5 equivalents of 2-(Trifluoromethyl)phenyl boronic acid, 10 mol % of tetrakis(triphenylphosphine)palladium(0), 6.7 equivalents of 2M sodium carbonate solution, toluene and ethanol. The reaction mixture would be heated in a sealed tube at 120° C. overnight in an oil bath. The reaction mixture would then be filtered through Celit... Yields the product C1(=CC=CC=C1)C1CN(CCC1)C(=O)C1=CC=C(C=C1)C1=C(C=CC=C1)C(F)(F)F ((3-Phenyl-piperidin-1-yl)-(2′-trifluoromethyl-biphenyl-4-yl)-methanone). As a reaction SMILES: Br[C:2]1[CH:7]=[CH:6][C:5]([C:8]([N:10]2[CH2:15][CH2:14][CH2:13][CH:12]([C:16]3[CH:21]=[CH:20][CH:19]=[CH:18][CH:17]=3)[CH2:11]2)=[O:9])=[CH:4][CH:3]=1.[F:22][C:23]([F:34])([F:33])[C:24]1[CH:29]=[CH:28][CH:27]=[CH:26][C:25]=1B(O)O.C(=O)([O-])[O-].[Na+].[Na+].C1(C)C=CC=CC=1>C1C=CC([P]([Pd]([P](C2C=CC=CC=2)(C2C=CC=CC=2)C2C=CC=CC=2)([P](C2C=CC=CC=2)(C2C=CC=CC=2)C2C=CC=CC=2)[P](C2C=CC=CC=2)(C2C=CC=CC=2)C2C=CC=CC=2)(C2C=CC=CC=2)C2C=CC=CC=2)=CC=1.C(O)C>[C:16]1([CH:12]2[CH2:13][CH2:14][CH2:15][N:10]([C:8]([C:5]3[CH:6]=[CH:7][C:2]([C:25]4[CH:26]=[CH:27][CH:28]=[CH:29][C:24]=4[C:23]([F:34])([F:33])[F:22])=[CH:3][CH:4]=3)=[O:9])[CH2:11]2)[CH:21]=[CH:20][CH:19]=[CH:18][CH:17]=1 |f:2.3.4,^1:51,53,72,91|. The reagents and catalysts are C=1C=CC(=CC1)[P](C=2C=CC=CC2)(C=3C=CC=CC3)[Pd]([P](C=4C=CC=CC4)(C=5C=CC=CC5)C=6C=CC=CC6)([P](C=7C=CC=CC7)(C=8C=CC=CC8)C=9C=CC=CC9)[P](C=1C=CC=CC1)(C=1C=CC=CC1)C=1C=CC=CC1 (tetrakis(triphenylphosphine)palladium(0)). Starting materials: BrC1=CC=C(C=C1)C(=O)N1CC(CCC1)C1=CC=CC=C1 ((4-Bromo-phenyl)-(3-phenyl-piperidin-1-yl)-methanone), C1(=CC=CC=C1)C (toluene), FC(C1=C(C=CC=C1)B(O)O)(F)F (2-(Trifluoromethyl)phenyl boronic acid), C([O-])([O-])=O.[Na+].[Na+] (sodium carbonate). Solvent: C(C)O (ethanol). Starting materials: ClC1=CC=C(C=C1)[C@@]1(C(CN(CC1)C(CC1(CCOCC1)NC(C1=CC=CC=C1)=O)=O)(C)C)O ((S)—N-(4-(2-(4-(4-Chlorophenyl)-4-hydroxy-3,3-dimethylpiperidin-1-yl)-2-oxoethyl)tetrahydro-2H-pyran-4-yl)benzamide), Cl (HCl). Run in O1CCOCC1 (dioxane). Conditions: time 24 hour. The product is NC1(CCOCC1)CC(=O)N1CC([C@@](CC1)(O)C1=CC=C(C=C1)Cl)(C)C ((S)-2-(4-Aminotetrahydro-2H-pyran-4-yl)-1-(4-(4-chlorophenyl)-4-hydroxy-3,3-dimethylpiperidin-1-yl)ethanone). Isolated yield 101.3%. Reaction SMILES: [Cl:1][C:2]1[CH:7]=[CH:6][C:5]([C@@:8]2([OH:34])[CH2:13][CH2:12][N:11]([C:14](=[O:31])[CH2:15][C:16]3([NH:22]C(=O)C4C=CC=CC=4)[CH2:21][CH2:20][O:19][CH2:18][CH2:17]3)[CH2:10][C:9]2([CH3:33])[CH3:32])=[CH:4][CH:3]=1.Cl>O1CCOCC1>[NH2:22][C:16]1([CH2:15][C:14]([N:11]2[CH2:12][CH2:13][C@@:8]([C:5]3[CH:4]=[CH:3][C:2]([Cl:1])=[CH:7][CH:6]=3)([OH:34])[C:9]([CH3:33])([CH3:32])[CH2:10]2)=[O:31])[CH2:17][CH2:18][O:19][CH2:20][CH2:21]1. Procedure details: To (S)-tert-butyl 4-(2-(4-(4-chlorophenyl)-4-hydroxy-3,3-dimethylpiperidin-1-yl)-2-oxoethyl)tetrahydro-2H-pyran-4-ylcarbamate (from step 3, 0.17 g, 0.35 mmol) was added 4.0N HCl in dioxane (2 mL) at room temperature. Upon completion of addition, the reaction mixture was stirred at room temperature for 24 h. At the conclusion of this period, the reaction mixture was concentrated under reduced pressure and then partitioned between ethyl acetate (20 mL) and 1N NaOH (10 mL). The ethyl acetate layer ... The reactants are CN(C)C1CCNC1, CS(C)=O, CO, COc1cc(CCc2cc(NC(=O)c3cnc(Cl)cn3)[nH]n2)cc(OC)c1. Product: COc1cc(CCc2cc(NC(=O)c3cnc(N4CCC(N(C)C)C4)cn3)[nH]n2)cc(OC)c1. RXN SMILES: [CH3:1][N:2]([CH:3]1[CH2:4][NH:5][CH2:6][CH2:7]1)[CH3:8].[CH3:36][S:37]([CH3:38])=[O:39].[CH3:40][OH:41].[Cl:9][c:10]1[n:11][cH:12][c:13]([C:16](=[O:17])[NH:18][c:19]2[nH:20][n:21][c:22]([CH2:24][CH2:25][c:26]3[cH:27][c:28]([O:34][CH3:35])[cH:29][c:30]([O:32][CH3:33])[cH:31]3)[cH:23]2)[n:14][cH:15]1>>[CH3:1][N:2]([CH:3]1[CH2:4][N:5]([c:10]2[n:11][cH:12][c:13]([C:16](=[O:17])[NH:18][c:19]3[nH:20][n:21][c:22]([CH2:24][CH2:25][c:26]4[cH:27][c:28]([O:34][CH3:35])[cH:29][c:30]([O:32][CH3:33])[cH:31]4)[cH:23]3)[n:14][cH:15]2)[CH2:6][CH2:7]1)[CH3:8]. The reactants are N1C(CCC1)=O (2-pyrrolidone), [H-].[Na+] (NaH), ClCCN1CC(CCC1)N1N=C(C2=C1C=1C=CC=CC1S(C2)(=O)=O)C(=O)N2CCOCC2 (1-[1-(2-chloroethyl)piperidin-3-yl]-3-(morpholin-4-ylcarbonyl)-1,4-dihydrothiochromeno[4,3-c]pyrazole 5,5-dioxide), [Na+].[I-] (NaI). Solvent: C(C)#N (ACN), C(C)#N (ACN), C(Cl)Cl (DCM). Yields the product N1(CCOCC1)C(=O)C=1C2=C(N(N1)C1CN(CCC1)CCN1C(CCC1)=O)C=1C=CC=CC1S(C2)(=O)=O (1-(2-{3-[3-(morpholin-4-ylcarbonyl)-5,5-dioxidothiochromeno[4,3-c]pyrazol-1(4H)-yl]piperidin-1-yl}ethyl)pyrrolidin-2-one). The yield is 9.9%. Reaction SMILES: [NH:1]1[CH2:5][CH2:4][CH2:3][C:2]1=[O:6].[H-].[Na+].Cl[CH2:10][CH2:11][N:12]1[CH2:17][CH2:16][CH2:15][CH:14]([N:18]2[C:22]3[C:23]4[CH:24]=[CH:25][CH:26]=[CH:27][C:28]=4[S:29](=[O:32])(=[O:31])[CH2:30][C:21]=3[C:20]([C:33]([N:35]3[CH2:40][CH2:39][O:38][CH2:37][CH2:36]3)=[O:34])=[N:19]2)[CH2:13]1.[Na+].[I-]>C(#N)C.C(Cl)Cl>[N:35]1([C:33]([C:20]2[C:21]3[CH2:30][S:29](=[O:32])(=[O:31])[C:28]4[CH:27]=[CH:26][CH:25]=[CH:24][C:23]=4[C:22]=3[N:18]([CH:14]3[CH2:15][CH2:16][CH2:17][N:12]([CH2:11][CH2:10][N:1]4[CH2:5][CH2:4][CH2:3][C:2]4=[O:6])[CH2:13]3)[N:19]=2)=[O:34])[CH2:36][CH2:37][O:38][CH2:39][CH2:40]1 |f:1.2,4.5|. Reported procedure: A solution of 2-pyrrolidone (35 mg; 0.42 mmol; 2 eq.) with NaH (10 mg; 0.42 mmol; 2 eq.) in ACN at 0° C. is added to a solution of enantiomer B of 1-[1-(2-chloroethyl)piperidin-3-yl]-3-(morpholin-4-ylcarbonyl)-1,4-dihydrothiochromeno[4,3-c]pyrazole 5,5-dioxide (100 mg; 0.21 mmol; 1 eq.) and NaI (31 mg; 0.21 mmol; 1 eq.) in ACN (2 mL). Reaction mixture is heated to 60° C. for 18 h after which DCM is added and organic phase is washed with water and brine. It is dried over MgSO4 then purified by MD... Reactants: O(C1=CC=CC=C1)C1=CC=C(C=C1)O (4-phenoxyphenol), [OH-].[K+] (KOH), C1COCCOCCOCCOCCOCCO1 (18-crown-6), C(C)OC(C#CC(=O)OC)OCC (methyl 4,4-diethoxy-2-butynoate). Solvent: C1CCOC1 (THF), O (water). Conditions: time 30 minute. Yields the product C(C)OC(/C(=C/C(=O)OC)/OC1=CC=C(C=C1)OC1=CC=CC=C1)OCC (Z-methyl 4,4-diethoxy-3-(4-phenoxyphenoxy)-2-butenoate). The yield is 54.1%. RXN SMILES: [O:1]([C:8]1[CH:13]=[CH:12][C:11]([OH:14])=[CH:10][CH:9]=1)[C:2]1[CH:7]=[CH:6][CH:5]=[CH:4][CH:3]=1.[OH-].[K+].C1OCCOCCOCCOCCOCCOC1.[CH2:35]([O:37][CH:38]([O:45][CH2:46][CH3:47])[C:39]#[C:40][C:41]([O:43][CH3:44])=[O:42])[CH3:36]>C1COCC1.O>[CH2:46]([O:45][CH:38]([O:37][CH2:35][CH3:36])/[C:39](/[O:14][C:11]1[CH:10]=[CH:9][C:8]([O:1][C:2]2[CH:7]=[CH:6][CH:5]=[CH:4][CH:3]=2)=[CH:13][CH:12]=1)=[CH:40]/[C:41]([O:43][CH3:44])=[O:42])[CH3:47] |f:1.2|. Procedure: To a solution of 2.79 g (15 mmol) of 4-phenoxyphenol in 40 mL of THF was added 1.14 g (20 mmol) of powdered KOH and 5.28 g (20 mmol) of 18-crown-6. The solution was heated to 50° C. for 15 minutes, whereupon 3.72 g (20 mmol) of methyl 4,4-diethoxy-2-butynoate was added. The mixture was stirred for 30 minutes, then allowed to cool to room temperature. The solution was then poured into water, and extracted 3 times with 40 mL of ethyl acetate. The organic layers were combined, dried (MgSO4) and con...